Dataset: the Open Reaction Database (ORD), a public repository of structured organic reaction records. Task: describe an organic reaction: reactants, conditions, products, and yield Starting materials: C(C)OC(=O)C=1N=CN(C1)C=1C=C(C=CC1)C1=C(C=CC(=C1)F)OC (1-(5′-Fluoro-2′-methoxy-biphenyl-3-yl)-1H-imidazole-4-carboxylic acid ethyl ester), [OH-].[K+] (potassium hydroxide). The solvent is C(C)O (ethanol). The product is FC=1C=CC(=C(C1)C1=CC(=CC=C1)N1C=NC(=C1)C(=O)O)OC (1-(5′-Fluoro-2′-methoxy-biphenyl-3-yl)-1H-imidazole-4-carboxylic acid). RXN SMILES: C([O:3][C:4]([C:6]1[N:7]=[CH:8][N:9]([C:11]2[CH:12]=[C:13]([C:17]3[CH:22]=[C:21]([F:23])[CH:20]=[CH:19][C:18]=3[O:24][CH3:25])[CH:14]=[CH:15][CH:16]=2)[CH:10]=1)=[O:5])C.[OH-].[K+]>C(O)C>[F:23][C:21]1[CH:20]=[CH:19][C:18]([O:24][CH3:25])=[C:17]([C:13]2[CH:14]=[CH:15][CH:16]=[C:11]([N:9]3[CH:10]=[C:6]([C:4]([OH:5])=[O:3])[N:7]=[CH:8]3)[CH:12]=2)[CH:22]=1 |f:1.2|. Reported procedure: This compound was prepared by hydrolysis of 23b using a 1:1 mixture of aqueous potassium hydroxide (2M) and ethanol. Reactants: CNCC(O)c1cccnc1, CCN(C(C)C)C(C)C, Cn1cc(C(=O)NCc2ccc(Cl)cc2)c(=O)c2cc(CCl)oc21, CN(C)C=O, O. Product: CN(Cc1cc2c(=O)c(C(=O)NCc3ccc(Cl)cc3)cn(C)c2o1)CC(O)c1cccnc1. Reaction SMILES: [CH3:10][NH:11][CH2:12][CH:13]([OH:14])[c:15]1[cH:16][n:17][cH:18][cH:19][cH:20]1.[CH:1]([N:2]([CH2:3][CH3:4])[CH:5]([CH3:6])[CH3:7])([CH3:8])[CH3:9].[Cl:21][c:22]1[cH:23][cH:24][c:25]([CH2:26][NH:27][C:28](=[O:29])[c:30]2[c:31](=[O:42])[c:32]3[c:33]([n:34]([CH3:36])[cH:35]2)[o:37][c:38]([CH2:40][Cl:41])[cH:39]3)[cH:43][cH:44]1.[O:46]=[CH:47][N:48]([CH3:49])[CH3:50].[OH2:45]>>[CH3:10][N:11]([CH2:12][CH:13]([OH:14])[c:15]1[cH:16][n:17][cH:18][cH:19][cH:20]1)[CH2:40][c:38]1[o:37][c:33]2[c:32]([c:31](=[O:42])[c:30]([C:28]([NH:27][CH2:26][c:25]3[cH:24][cH:23][c:22]([Cl:21])[cH:44][cH:43]3)=[O:29])[cH:35][n:34]2[CH3:36])[cH:39]1. Reactants: C(C)(=O)OC(=C(C(=O)OC)C1=CC=NC=C1)C1=CN=C(N1CC1=C(C=CC=C1)Cl)CCCC (methyl 3-acetoxy-3-[2-n-butyl-1-(2-chlorophenyl)methyl-1H-imidazol-5-yl]-2-(4-pyridyl)propenoate), C1(=CC=CC=C1)C (toluene), N12CCCCCC2=NCCC1 (1,8-diazabicyclo[5,4,0]-undec-7-ene). Run in CCOCC (ether). Reaction conditions: temperature 90 celsius. Yields the product C(CCC)C=1N(C(=CN1)/C=C(/C(=O)OC)\CC1=CC=NC=C1)CC1=C(C=CC=C1)Cl (methyl (E)-3-[2-n-butyl-1-{(2-chlorophenyl)methyl}-1H-imidazol-5-yl]-2-(4-pyridyl)methyl-2-propenoate). RXN SMILES: C(O[C:5]([C:17]1[N:21]([CH2:22][C:23]2[CH:28]=[CH:27][CH:26]=[CH:25][C:24]=2[Cl:29])[C:20]([CH2:30][CH2:31][CH2:32][CH3:33])=[N:19][CH:18]=1)=[C:6](C1C=CN=CC=1)[C:7]([O:9][CH3:10])=[O:8])(=O)C.C1(C)C=CC=CC=1.N12C[CH2:50][CH2:49][N:48]=[C:47]1[CH2:46][CH2:45][CH2:44]CC2>CCOCC>[CH2:30]([C:20]1[N:21]([CH2:22][C:23]2[CH:28]=[CH:27][CH:26]=[CH:25][C:24]=2[Cl:29])[C:17](/[CH:5]=[C:6](\[CH2:44][C:45]2[CH:46]=[CH:47][N:48]=[CH:49][CH:50]=2)/[C:7]([O:9][CH3:10])=[O:8])=[CH:18][N:19]=1)[CH2:31][CH2:32][CH3:33]. Procedure: A mixture of methyl 3-acetoxy-3-[2-n-butyl-1-(2-chlorophenyl)methyl-1H-imidazol-5-yl]-2-(4-pyridyl)propenoate (7.5 mmol), toluene (50 mL) and 1,8-diazabicyclo[5,4,0]-undec-7-ene (DBU) (3.4 mL, 22.5 mmol) was heated at 90° C. for 18 hours under argon. The cooled mixture was diluted with ether, and washed with brine, dried and concentrated to 3.1 g (97%) of the title compound. NMR showed that the trans or E isomer was the primary product. The reactants are C1CCOC1, CCO, NN, O=C1c2ccccc2C(=O)N1CCCCCCOc1ccc(CN2CCOCC2)cc1, O. Product: NCCCCCCOc1ccc(CN2CCOCC2)cc1. As a reaction SMILES: [CH2:38]1[O:39][CH2:40][CH2:41][CH2:42]1.[CH3:35][CH2:36][OH:37].[NH2:33][NH2:34].[O:1]1[CH2:2][CH2:3][N:4]([CH2:7][c:8]2[cH:9][cH:10][c:11]([O:12][CH2:13][CH2:14][CH2:15][CH2:16][CH2:17][CH2:18][N:19]3[C:20](=[O:21])[c:22]4[cH:23][cH:24][cH:25][cH:26][c:27]4[C:28]3=[O:29])[cH:30][cH:31]2)[CH2:5][CH2:6]1.[OH2:32]>>[O:1]1[CH2:2][CH2:3][N:4]([CH2:7][c:8]2[cH:9][cH:10][c:11]([O:12][CH2:13][CH2:14][CH2:15][CH2:16][CH2:17][CH2:18][NH2:19])[cH:30][cH:31]2)[CH2:5][CH2:6]1.